This data is from the Open Reaction Database (ORD), a public repository of structured organic reaction records. The task is: describe an organic reaction: reactants, conditions, products, and yield Starting materials: C(=O)(OC(C)(C)C)N1CCC(CC1)N1C(OC(C2=C1C=CC=C2)C)=O (1-(1-Boc-4-piperidyl)-4-methyl-3,1-benzoxazin-2-one), Cl (HCl). Run in C(C)(=O)OCC (ethyl acetate). The product is Cl.N1CCC(CC1)N1C(OC(C2=C1C=CC=C2)C)=O (1-(4-piperidyl)-4-methyl-3,1-benzoxazin-2-one hydrochloride). Reaction SMILES: C([N:8]1[CH2:13][CH2:12][CH:11]([N:14]2[C:19]3[CH:20]=[CH:21][CH:22]=[CH:23][C:18]=3[CH:17]([CH3:24])[O:16][C:15]2=[O:25])[CH2:10][CH2:9]1)(OC(C)(C)C)=O.[ClH:26]>C(OCC)(=O)C>[ClH:26].[NH:8]1[CH2:9][CH2:10][CH:11]([N:14]2[C:19]3[CH:20]=[CH:21][CH:22]=[CH:23][C:18]=3[CH:17]([CH3:24])[O:16][C:15]2=[O:25])[CH2:12][CH2:13]1 |f:3.4|. Procedure details: 1-(1-Boc-4-piperidyl)-4-methyl-3,1-benzoxazin-2-one from Step 3 above (1.98 g, 5.72 mmol) was stirred in ethyl acetate in an ice bath, then saturated with HCl gas and stirred another 15 min in the cold. The mixture was evaporated in vacuo. Three portions of ethyl acetate were successively added and evaporated in vacuo to give 1-(4-piperidyl)-4-methyl-3,1-benzoxazin-2-one hydrochloride. Starting materials: COC(=O)CBr, O=C1c2c(cc(O)c(Cl)c2Cl)CC1c1ccccc1. The product is COC(=O)COc1cc2c(c(Cl)c1Cl)C(=O)C(c1ccccc1)C2. RXN SMILES: [Br:20][CH2:21][C:22](=[O:23])[O:24][CH3:25].[Cl:1][c:2]1[c:3]([OH:19])[cH:4][c:5]2[c:9]([c:10]1[Cl:11])[C:8](=[O:12])[CH:7]([c:13]1[cH:14][cH:15][cH:16][cH:17][cH:18]1)[CH2:6]2>>[Cl:1][c:2]1[c:3]([O:19][CH2:21][C:22](=[O:23])[O:24][CH3:25])[cH:4][c:5]2[c:9]([c:10]1[Cl:11])[C:8](=[O:12])[CH:7]([c:13]1[cH:14][cH:15][cH:16][cH:17][cH:18]1)[CH2:6]2. Starting materials: C=CC1=CC=CC=C1 (styrene), [Li]C(C)CC (s-BuLi), C1=C(C=C(C(=C1I)I)C(=O)O)I (TIBA). Solvent: C1CCCCC1 (cyclohexane), C1(=CC=CC=C1)C (toluene), C1(=CC=CC=C1)C (toluene). Reaction conditions: temperature 25 celsius, time 3 hour. Product: C1=C(C=C(C(=C1I)I)C(=O)O)I.C=CC1=CC=CC=C1.[Li]C(C)CC (TIBA styrene s-BuLi). Reaction SMILES: [CH2:1]=[CH:2][C:3]1[CH:8]=[CH:7][CH:6]=[CH:5][CH:4]=1.[Li:9][CH:10]([CH2:12][CH3:13])[CH3:11].[CH:14]1[C:19]([I:20])=[C:18]([I:21])[C:17]([C:22]([OH:24])=[O:23])=[CH:16][C:15]=1[I:25]>C1CCCCC1.C1(C)C=CC=CC=1>[CH:14]1[C:19]([I:20])=[C:18]([I:21])[C:17]([C:22]([OH:24])=[O:23])=[CH:16][C:15]=1[I:25].[CH2:1]=[CH:2][C:3]1[CH:8]=[CH:7][CH:6]=[CH:5][CH:4]=1.[Li:9][CH:10]([CH2:12][CH3:13])[CH3:11] |f:5.6.7|. Reported procedure: 1980 g of toluene were used as initial charge in a 15 l stirred tank at 25° C., and y1 g of styrene and y2 g of the 12% strength by weight solution of s-BuLi in cyclohexane were added with stirring. 10 min after this, 913 g of the 20% strength by weight solution of TIBA in toluene were added to the mixture, and the solution was cooled to 50° C. The mixture was kept at this temperature for 3 hours, and then at 23° C. for a further 10 hours. Starting materials: C(C)OC(=O)O[C@H]1C[C@@H](CC2=CC[C@H]3[C@@H]4CC[C@H]([C@@H](CCCC(C)C)C)[C@]4(CC[C@@H]3[C@@]12C)C)OC(=O)OCC (1α,3β-diethoxycarbonyloxycholest-5-ene), CCCCCC (hexane), BrN1C(=O)N(C(=O)C1(C)C)Br (1,3-dibromo-5,5-dimethylhydantoin), CC1=CC(=NC(=C1)C)C (s-collidine). The solvent is C=1(C(=CC=CC1)C)C (Xylene), C=1(C(=CC=CC1)C)C (xylene), C(C)(=O)OCC (ethyl acetate). Conditions: time 20 minute. Yields the product C(C)OC(=O)O[C@H]1C[C@@H](CC2=CC=C3[C@@H]4CC[C@H]([C@@H](CCCC(C)C)C)[C@]4(CC[C@@H]3[C@@]12C)C)OC(=O)OCC (1α,3β-diethoxycarbonyloxycholesta-5,7-diene). Isolated yield 122.8%. As a reaction SMILES: [CH2:1]([O:3][C:4]([O:6][C@@H:7]1[C@@:31]2([CH3:32])[C:11](=[CH:12][CH2:13][C@@H:14]3[C@@H:30]2[CH2:29][CH2:28][C@@:27]2([CH3:33])[C@H:15]3[CH2:16][CH2:17][C@@H:18]2[C@H:19]([CH3:26])[CH2:20][CH2:21][CH2:22][CH:23]([CH3:25])[CH3:24])[CH2:10][C@@H:9]([O:34][C:35]([O:37][CH2:38][CH3:39])=[O:36])[CH2:8]1)=[O:5])[CH3:2].CCCCCC.BrN1C(C)(C)C(=O)N(Br)C1=O.CC1C=C(C)N=C(C)C=1>C1(C)C(C)=CC=CC=1.C(OCC)(=O)C>[CH2:1]([O:3][C:4]([O:6][C@@H:7]1[C@@:31]2([CH3:32])[C:11](=[CH:12][CH:13]=[C:14]3[C@@H:30]2[CH2:29][CH2:28][C@@:27]2([CH3:33])[C@H:15]3[CH2:16][CH2:17][C@@H:18]2[C@H:19]([CH3:26])[CH2:20][CH2:21][CH2:22][CH:23]([CH3:25])[CH3:24])[CH2:10][C@@H:9]([O:34][C:35]([O:37][CH2:38][CH3:39])=[O:36])[CH2:8]1)=[O:5])[CH3:2]. Procedure: A solution of 1α,3β-diethoxycarbonyloxycholest-5-ene (5.46 g, 10 m moles), dry hexane (100 ml) and 1,3-dibromo-5,5-dimethylhydantoin (1.716 g, 6 m moles) was reacted at the oil bath temperature of 95° C. under the irradiaton of infrared rays for 15 minutes. The reaction mixture was cooled, and the resulting 5,5-dimethylhydantoin and the excessive 1,3-dibromo-5,5-dimethylhydantoin were removed by filtration. The filtrate was concentrated at reduced pressure to afford a residual product. Xylene wa... Starting materials: C(=O)[O-].[NH4+] (ammonium formate), C1(=CC(=CC=C1)NC1=NC=CC=C1N)C (N2-(m-tolyl)pyridine-2,3-diamine), C=O (formaldehyde), CO (methanol). Run in O (water). Run at time 3 hour. The product is CNC=1C(=NC=CC1)NC=1C=C(C=CC1)C (N3-methyl-N2-(m-tolyl)pyridine-2,3-diamine). As a reaction SMILES: CO.[C:3]1([CH3:17])[CH:8]=[CH:7][CH:6]=[C:5]([NH:9][C:10]2[C:15]([NH2:16])=[CH:14][CH:13]=[CH:12][N:11]=2)[CH:4]=1.C=O.[CH:20]([O-])=O.[NH4+]>O>[CH3:20][NH:16][C:15]1[C:10]([NH:9][C:5]2[CH:4]=[C:3]([CH3:17])[CH:8]=[CH:7][CH:6]=2)=[N:11][CH:12]=[CH:13][CH:14]=1 |f:3.4|. Reported procedure: 600 mL of methanol and 24 mL water were added to a 3-neck 2 L round bottom flask. Nitrogen was bubbled directly into the solution. Palladium on carbon was added (10%, 10.35 g, 9.73 mmol) while bubbling continued. Next, N2-(m-tolyl)pyridine-2,3-diamine (19.38 g, 97 mmol) and formaldehyde (37%, 14.48 mL, 195 mmol) were added. The reaction mixture was stirred under nitrogen for 3 h. Next, nitrogen was bubbled into the solution and ammonium formate (123 g, 1945 mmol) was added slowly. The reaction m...